This data is from the Open Reaction Database (ORD), a public repository of structured organic reaction records. The task is: describe an organic reaction: reactants, conditions, products, and yield Starting materials: C1(CC1)NC(NC1=CC=C(C=C1)C=1N=C(C2=C(N1)CN(C2)C(=O)OC(C)(C)C)N2[C@H](COCC2)C)=O ((S)-tert-butyl 2-(4-(3-cyclopropylureido)phenyl)-4-(3-methylmorpholino)-5H-pyrrolo[3,4-d]pyrimidine-6(7H)-carboxylate), C(=O)(C(F)(F)F)O (TFA), CC=1C=CC(=CC1)S(=O)(=O)O (TsOH). Run in CO (methanol), C(Cl)Cl (DCM). Conditions: temperature 20 celsius, time 8 hour. The product is C1(CC1)NC(=O)NC1=CC=C(C=C1)C=1N=C(C2=C(N1)CNC2)N2[C@H](COCC2)C ((S)-1-cyclopropyl-3-(4-(4-(3-methylmorpholino)-6,7-dihydro-5H-pyrrolo[3,4-d]pyrimidin-2-yl)phenyl)urea). The yield is 58.3%. RXN SMILES: [CH:1]1([NH:4][C:5](=[O:36])[NH:6][C:7]2[CH:12]=[CH:11][C:10]([C:13]3[N:14]=[C:15]([N:29]4[CH2:34][CH2:33][O:32][CH2:31][C@@H:30]4[CH3:35])[C:16]4[CH2:21][N:20](C(OC(C)(C)C)=O)[CH2:19][C:17]=4[N:18]=3)=[CH:9][CH:8]=2)[CH2:3][CH2:2]1.C(O)(C(F)(F)F)=O.CC1C=CC(S(O)(=O)=O)=CC=1>C(Cl)Cl.CO>[CH:1]1([NH:4][C:5]([NH:6][C:7]2[CH:8]=[CH:9][C:10]([C:13]3[N:14]=[C:15]([N:29]4[CH2:34][CH2:33][O:32][CH2:31][C@@H:30]4[CH3:35])[C:16]4[CH2:21][NH:20][CH2:19][C:17]=4[N:18]=3)=[CH:11][CH:12]=2)=[O:36])[CH2:2][CH2:3]1. Procedure details: To a stirred solution of (S)-tert-butyl 2-(4-(3-cyclopropylureido)phenyl)-4-(3-methylmorpholino)-5H-pyrrolo[3,4-d]pyrimidine-6(7H)-carboxylate (0.99 g, 1.99 mmol) in DCM (5 mL) was added TFA (2.5 mL) and stirred at room temperature (20° C.) overnight. The reaction mixture was diluted with methanol and adsorbed onto a mp-TsOH cartridge (2.5 g, 3 mmol/g). The cartridge was rinsed with MeOH (3 column volumes) and the product was eluted with 7M NH3 in MeOH. The basic fractions were concentrated in v...